Dataset: the Open Reaction Database (ORD), a public repository of structured organic reaction records. Task: describe an organic reaction: reactants, conditions, products, and yield Starting materials: CCN=C=NCCCN(C)C.Cl (EDC.HCl), CC1=C(CNC(=O)[C@H]2N(CSC2(C)C)C([C@H]([C@H](CC2=CC=C(C=C2)OC)N)O)=O)C=CC=C1 ((R)-N-(2-methylbenzyl)-3-[(2S,3S)-3-amino-2-hydroxy-4-(4-methoxyphenyl)butanoyl]-5,5-dimethyl-1,3-thiazolidine-4-carboxamide), NC=1C(=C(C(=O)O)C=CC1)C (3-amino-2-methylbenzoic acid), C=1C=CC2=C(C1)N=NN2O (HOBt). Run in CN(C)C=O (DMF), CCOC(=O)C (EtOAc). Reaction conditions: time 8 hour. Product: CC1=C(CNC(=O)[C@H]2N(CSC2(C)C)C([C@H]([C@H](CC2=CC=C(C=C2)OC)NC(C2=C(C(=CC=C2)N)C)=O)O)=O)C=CC=C1 ((R)-N-(2-methylbenzyl)-3-[(2S,3S)-2-hydroxy-3-(3-amino-2-methylbenzoyl)amino-4-(4-methoxyphenyl)butanoyl]-5,5-dimethyl-1,3-thiazolidine-4-carboxamide). Isolated yield 64.2%. Reaction SMILES: CCN=C=NCCCN(C)C.Cl.[CH3:13][C:14]1[CH:45]=[CH:44][CH:43]=[CH:42][C:15]=1[CH2:16][NH:17][C:18]([C@@H:20]1[C:24]([CH3:26])([CH3:25])[S:23][CH2:22][N:21]1[C:27](=[O:41])[C@@H:28]([OH:40])[C@@H:29]([NH2:39])[CH2:30][C:31]1[CH:36]=[CH:35][C:34]([O:37][CH3:38])=[CH:33][CH:32]=1)=[O:19].[NH2:46][C:47]1[C:48]([CH3:56])=[C:49]([CH:53]=[CH:54][CH:55]=1)[C:50](O)=[O:51].C1C=CC2N(O)N=NC=2C=1>CN(C=O)C.CCOC(C)=O>[CH3:13][C:14]1[CH:45]=[CH:44][CH:43]=[CH:42][C:15]=1[CH2:16][NH:17][C:18]([C@@H:20]1[C:24]([CH3:26])([CH3:25])[S:23][CH2:22][N:21]1[C:27](=[O:41])[C@@H:28]([OH:40])[C@@H:29]([NH:39][C:50](=[O:51])[C:49]1[CH:53]=[CH:54][CH:55]=[C:47]([NH2:46])[C:48]=1[CH3:56])[CH2:30][C:31]1[CH:32]=[CH:33][C:34]([O:37][CH3:38])=[CH:35][CH:36]=1)=[O:19] |f:0.1|. Procedure details: EDC.HCl (42 mg) was added to a solution of the compound obtained in Step 2 of Example 1 (94 mg), 3-amino-2-methylbenzoic acid (30 mg), and HOBt (27 mg) in DMF while cooling with ice, and the mixture was stirred overnight. EtOAc was added and the mixture was washed with 5% Na2CO3 (×2) and 5% NaCl, dried over MgSO4, filtered and concentrated. The residue was purified by silica gel column chromatography (CH2Cl2—MeOH) and reprecipitated from a mixture of CH2Cl2 and n-hexane to obtain the title compo... Product: FC=1C=C(COC=2C=C3N(C(N2)=O)C[C@@H](N3C)C)C=CC1F ((S)-7-((3,4-difluorobenzyl)oxy)-1,2-dimethyl-2,3-dihydroimidazo[1,2-c]pyrimidin-5(1H)-one). Procedure: The title compound was prepared by a procedure similar to that described for E9 starting from (3,4-difluorophenyl)methanol and (S)-7-chloro-1,2-dimethyl-2,3-dihydroimidazo[1,2-c]pyrimidin-5(1H)-one. Reactants: E9, FC=1C=C(C=CC1F)CO ((3,4-difluorophenyl)methanol), ClC=1C=C2N(C(N1)=O)C[C@@H](N2C)C ((S)-7-chloro-1,2-dimethyl-2,3-dihydroimidazo[1,2-c]pyrimidin-5(1H)-one). RXN SMILES: [F:1][C:2]1[CH:3]=[C:4]([CH2:9][OH:10])[CH:5]=[CH:6][C:7]=1[F:8].Cl[C:12]1[CH:13]=[C:14]2[N:21]([CH3:22])[C@@H:20]([CH3:23])[CH2:19][N:15]2[C:16](=[O:18])[N:17]=1>>[F:1][C:2]1[CH:3]=[C:4]([CH:5]=[CH:6][C:7]=1[F:8])[CH2:9][O:10][C:12]1[CH:13]=[C:14]2[N:21]([CH3:22])[C@@H:20]([CH3:23])[CH2:19][N:15]2[C:16](=[O:18])[N:17]=1.